Dataset: the Open Reaction Database (ORD), a public repository of structured organic reaction records. Task: describe an organic reaction: reactants, conditions, products, and yield Starting materials: [Al+3], COC(=O)c1ccc2cc(OC)ccc2c1, [Cl-], [Cl-], [Cl-], ClCCl, O. The product is COC(=O)c1ccc2cc(O)ccc2c1. As a reaction SMILES: [Al+3:20].[CH3:1][O:2][C:3](=[O:4])[c:5]1[cH:6][c:7]2[cH:8][cH:9][c:10]([O:15][CH3:16])[cH:11][c:12]2[cH:13][cH:14]1.[Cl-:17].[Cl-:18].[Cl-:19].[Cl:22][CH2:23][Cl:24].[OH2:21]>>[CH3:1][O:2][C:3](=[O:4])[c:5]1[cH:6][c:7]2[cH:8][cH:9][c:10]([OH:15])[cH:11][c:12]2[cH:13][cH:14]1.